This data is from the Open Reaction Database (ORD), a public repository of structured organic reaction records. The task is: describe an organic reaction: reactants, conditions, products, and yield The reactants are ω-amino-alkanoic acid (1H-pyrazol-3-yl-5-aryl)-amides, BrCCCCC(=O)Cl (5-bromovaleryl chloride), ice water, N1CCCCCC1 (azepane), [Na+].[I-] (NaI), N1=CC=C(C=C1)C1=CC(=NN1)N (5-Pyridin-4-yl-1H-pyrazol-3-ylamine), C(C)(C)N(CC)C(C)C (diisopropylethylamine). The solvent is CC(=O)N(C)C (DMA), CC(=O)N(C)C (DMA). Conditions: temperature 0 celsius, time 1 hour. Yields the product N1=CC=C(C=C1)C1=CC(=NN1)NC(CCCCN1CCCCCC1)=O (5-Azepan-1-yl-pentanoic acid (5-pyridin-4-yl-1H-pyrazol-3-yl)-amide). Reaction SMILES: Br[CH2:2][CH2:3][CH2:4][CH2:5][C:6](Cl)=[O:7].[N:9]1[CH:14]=[CH:13][C:12]([C:15]2[NH:19][N:18]=[C:17]([NH2:20])[CH:16]=2)=[CH:11][CH:10]=1.C(N(C(C)C)CC)(C)C.[NH:30]1[CH2:36][CH2:35][CH2:34][CH2:33][CH2:32][CH2:31]1.[Na+].[I-]>CC(N(C)C)=O>[N:9]1[CH:10]=[CH:11][C:12]([C:15]2[NH:19][N:18]=[C:17]([NH:20][C:6](=[O:7])[CH2:5][CH2:4][CH2:3][CH2:2][N:30]3[CH2:36][CH2:35][CH2:34][CH2:33][CH2:32][CH2:31]3)[CH:16]=2)=[CH:13][CH:14]=1 |f:4.5|. Procedure: The product was prepared according to the general synthetic method for the one-pot synthesis of ω-amino-alkanoic acid (1H-pyrazol-3-yl-5-aryl)-amides. A solution of 5-bromovaleryl chloride (0.125 mL, 0.94 mmol) in dry DMA (1 mL) was cooled to −10° C. (ice/water bath) under N2; 5-Pyridin-4-yl-1H-pyrazol-3-ylamine (151 mg, 0.94 mmol) and diisopropylethylamine (0.324 mL, 1.88 mmol) in dry DMA (1 ml) were added. The reaction was left stirring for 1 h at 0° C. and then azepane (0.265 mL, 2.35 mmol) a... The reactants are CC(C)(C)OC(=O)N1CCN(C(=O)OCc2ccccc2)CC1, CCOC(C)=O. The product is O=C(OCc1ccccc1)N1CCNCC1. Reaction SMILES: [C:1]([O:2][C:3](=[O:4])[N:8]1[CH2:9][CH2:10][N:11]([C:14](=[O:15])[O:16][CH2:17][c:18]2[cH:19][cH:20][cH:21][cH:22][cH:23]2)[CH2:12][CH2:13]1)([CH3:5])([CH3:6])[CH3:7].[CH3:24][CH2:25][O:26][C:27](=[O:28])[CH3:29]>>[NH:8]1[CH2:9][CH2:10][N:11]([C:14](=[O:15])[O:16][CH2:17][c:18]2[cH:19][cH:20][cH:21][cH:22][cH:23]2)[CH2:12][CH2:13]1. Reactants: C=CC(=O)OC(C#N)Cc1ccc(OC)c(OC)c1, O=Cc1cccc(Cl)c1. The product is C=CC(=O)OC(C#N)Cc1cccc(Cl)c1. RXN SMILES: [C:10]([CH:11]=[CH2:12])(=[O:13])[O:14][CH:15]([CH2:16][c:17]1[cH:18][cH:19][c:20]([O:21][CH3:22])[c:23]([O:24][CH3:25])[cH:26]1)[C:27]#[N:28].[Cl:1][c:2]1[cH:3][c:4]([CH:5]=[O:6])[cH:7][cH:8][cH:9]1>>[Cl:1][c:2]1[cH:3][c:4]([CH2:5][CH:15]([O:14][C:10]([CH:11]=[CH2:12])=[O:13])[C:27]#[N:28])[cH:7][cH:8][cH:9]1. Reactants: C[Al](C)C, COCC1CN(c2ncc(C(=O)OC)cn2)CCN1, Cc1ccccc1, CO, COc1cc(CCc2cc(N)[nH]n2)cc(OC)c1, Cl. The product is COCC1CN(c2ncc(C(=O)Nc3cc(CCc4cc(OC)cc(OC)c4)n[nH]3)cn2)CCN1. As a reaction SMILES: [CH3:1][Al:2]([CH3:3])[CH3:4].[CH3:23][O:24][CH2:25][CH:26]1[CH2:27][N:28]([c:32]2[n:33][cH:34][c:35]([C:38](=[O:39])[O:40][CH3:41])[cH:36][n:37]2)[CH2:29][CH2:30][NH:31]1.[CH3:43][c:44]1[cH:45][cH:46][cH:47][cH:48][cH:49]1.[CH3:50][OH:51].[CH3:5][O:6][c:7]1[cH:8][c:9]([CH2:15][CH2:16][c:17]2[cH:18][c:19]([NH2:22])[nH:20][n:21]2)[cH:10][c:11]([O:13][CH3:14])[cH:12]1.[ClH:42]>>[CH3:5][O:6][c:7]1[cH:8][c:9]([CH2:15][CH2:16][c:17]2[cH:18][c:19]([NH:22][C:38]([c:35]3[cH:34][n:33][c:32]([N:28]4[CH2:27][CH:26]([CH2:25][O:24][CH3:23])[NH:31][CH2:30][CH2:29]4)[n:37][cH:36]3)=[O:39])[nH:20][n:21]2)[cH:10][c:11]([O:13][CH3:14])[cH:12]1. Starting materials: ON=C1CCCCC1, C=C(C)OC(C)=O, Cc1ccccc1. The product is CC(=O)ON=C1CCCCC1. As a reaction SMILES: [C:1]1(=[N:7][OH:8])[CH2:2][CH2:3][CH2:4][CH2:5][CH2:6]1.[C:9]([CH3:10])(=[O:11])[O:12][C:13]([CH3:14])=[CH2:15].[CH3:16][c:17]1[cH:18][cH:19][cH:20][cH:21][cH:22]1>>[C:1]1(=[N:7][O:8][C:9]([CH3:10])=[O:11])[CH2:2][CH2:3][CH2:4][CH2:5][CH2:6]1. Starting materials: CC(N)COc1ccc(C#N)cc1, ClCCl, CN1CCCCC1, CC(C)C(NC(=O)OC1CCCCC1)C(=O)O, CC(C)COC(=O)Cl, O. Product: CC(COc1ccc(C#N)cc1)NC(=O)C(NC(=O)OC1CCCCC1)C(C)C. Reaction SMILES: [C:33](#[N:34])[c:35]1[cH:36][cH:37][c:38]([O:39][CH2:40][CH:41]([CH3:42])[NH2:43])[cH:44][cH:45]1.[CH2:46]([Cl:47])[Cl:48].[CH3:1][N:2]1[CH2:3][CH2:4][CH2:5][CH2:6][CH2:7]1.[CH:8]1([O:14][C:15](=[O:16])[NH:17][CH:18]([CH:19]([CH3:20])[CH3:21])[C:22](=[O:23])[OH:24])[CH2:9][CH2:10][CH2:11][CH2:12][CH2:13]1.[Cl:25][C:26]([O:27][CH2:28][CH:29]([CH3:30])[CH3:31])=[O:32].[OH2:49]>>[CH:8]1([O:14][C:15](=[O:16])[NH:17][CH:18]([CH:19]([CH3:20])[CH3:21])[C:22](=[O:24])[NH:43][CH:41]([CH2:40][O:39][c:38]2[cH:37][cH:36][c:35]([C:33]#[N:34])[cH:45][cH:44]2)[CH3:42])[CH2:9][CH2:10][CH2:11][CH2:12][CH2:13]1. Reported procedure: The desired compound was prepared according to the method of Example 3, step 1, except substituting 4-hydroxy-4-[3-tetrahydropyran-2-yloxy)-prop-1-ynyl]-2-methyltetrahydropyran, prepared as in step 1, for 4-hydroxy-4-[3-(tetrahydropyran-2-yloxy)-prop-1-ynyl]tetrahydropyran. Starting materials: CC1OCCCC1 (2-methyltetrahydropyran), OC1(CCOCC1)C#CCOC1OCCCC1 (4-hydroxy-4-[3-(tetrahydropyran-2-yloxy)-prop-1-ynyl]tetrahydropyran). The product is OC1(CC(OCC1)C)\C=C\COC1OCCCC1 (4-hydroxy-4-[3-(tetrahydropyran-2-yloxy)-trans-prop-1-enyl]-2-methyltetrahydropyran). As a reaction SMILES: [CH3:1]C1CCCCO1.[OH:8][C:9]1([C:15]#[C:16][CH2:17][O:18][CH:19]2[CH2:24][CH2:23][CH2:22][CH2:21][O:20]2)[CH2:14][CH2:13][O:12][CH2:11][CH2:10]1>>[OH:8][C:9]1(/[CH:15]=[CH:16]/[CH2:17][O:18][CH:19]2[CH2:24][CH2:23][CH2:22][CH2:21][O:20]2)[CH2:10][CH2:11][O:12][CH:13]([CH3:1])[CH2:14]1.